Dataset: the Open Reaction Database (ORD), a public repository of structured organic reaction records. Task: describe an organic reaction: reactants, conditions, products, and yield The reactants are COc1cc(C=CC(=O)c2ccccc2)ccc1C=CC(=O)OC(C)(C)C, ClCCl, O=C(O)C(F)(F)F. Product: COc1cc(C=CC(=O)c2ccccc2)ccc1C=CC(=O)O. RXN SMILES: [C:1]([CH3:2])([CH3:3])([CH3:4])[O:5][C:6]([CH:7]=[CH:8][c:9]1[c:10]([O:25][CH3:26])[cH:11][c:12]([CH:15]=[CH:16][C:17]([c:18]2[cH:19][cH:20][cH:21][cH:22][cH:23]2)=[O:24])[cH:13][cH:14]1)=[O:27].[Cl:35][CH2:36][Cl:37].[F:28][C:29]([F:30])([F:31])[C:32]([OH:33])=[O:34]>>[O:5]=[C:6]([CH:7]=[CH:8][c:9]1[c:10]([O:25][CH3:26])[cH:11][c:12]([CH:15]=[CH:16][C:17]([c:18]2[cH:19][cH:20][cH:21][cH:22][cH:23]2)=[O:24])[cH:13][cH:14]1)[OH:27]. The solvent is CC#N (MeCN). Isolated yield 98.0%. Reported procedure: A mixture of (1-methyl-2-piperazinyl)methanol dihydrochloride (500 mg, 2.46 mmol), ethyl bromoacetate (410 mg, 2.46 mmol), K2CO3 (1.02 g, 7.38 mmol) and MeCN (15 mL) were heated to reflux for 18 h. After cooling, the mixture was filtered and concentrated in vacuo. The title compound was isolated as a colourless oil (525 mg, 98%) and used without further purification. 1H NMR (300 MHz, CDCl3): 1.25 (3H, t, J 7.0), 2.35 (3H, s), 2.35-2.59 (4H, m), 2.76-2.90 (3H, m), 3.19 (2H, m), 3.44 (1H, dd, J 11... RXN SMILES: Cl.Cl.[CH3:3][N:4]1[CH2:9][CH2:8][NH:7][CH2:6][CH:5]1[CH2:10][OH:11].Br[CH2:13][C:14]([O:16][CH2:17][CH3:18])=[O:15].C([O-])([O-])=O.[K+].[K+]>CC#N>[CH2:17]([O:16][C:14](=[O:15])[CH2:13][N:7]1[CH2:8][CH2:9][N:4]([CH3:3])[CH:5]([CH2:10][OH:11])[CH2:6]1)[CH3:18] |f:0.1.2,4.5.6|. The product is C(C)OC(CN1CC(N(CC1)C)CO)=O ((3-Hydroxymethyl-4-methyl-piperazin-1-yl)-acetic acid ethyl ester), oil. Reactants: Cl.Cl.CN1C(CNCC1)CO ((1-methyl-2-piperazinyl)methanol dihydrochloride), BrCC(=O)OCC (ethyl bromoacetate), C(=O)([O-])[O-].[K+].[K+] (K2CO3). Reactants: CC1=C(C=CC(=C1)C)N1CCN(CC1)C(=O)C1=CC=C(C=C1)I ([4-(2,4-dimethylphenyl)piperazin-1-yl](4-iodophenyl)methanone), N1C(CCC1)=O (pyrrolidin-2-one). The product is CC1=C(C=CC(=C1)C)N1CCN(CC1)C(=O)C1=CC=C(C=C1)N1C(CCC1)=O (1-{4-[4-(2,4-dimethylphenyl)piperazine-1-carbonyl]phenyl}pyrrolidin-2-one). RXN SMILES: [CH3:1][C:2]1[CH:7]=[C:6]([CH3:8])[CH:5]=[CH:4][C:3]=1[N:9]1[CH2:14][CH2:13][N:12]([C:15]([C:17]2[CH:22]=[CH:21][C:20](I)=[CH:19][CH:18]=2)=[O:16])[CH2:11][CH2:10]1.[NH:24]1[CH2:28][CH2:27][CH2:26][C:25]1=[O:29]>>[CH3:1][C:2]1[CH:7]=[C:6]([CH3:8])[CH:5]=[CH:4][C:3]=1[N:9]1[CH2:14][CH2:13][N:12]([C:15]([C:17]2[CH:22]=[CH:21][C:20]([N:24]3[CH2:28][CH2:27][CH2:26][C:25]3=[O:29])=[CH:19][CH:18]=2)=[O:16])[CH2:11][CH2:10]1. Procedure details: Using [4-(2,4-dimethylphenyl)piperazin-1-yl](4-iodophenyl)methanone (6.0 g) described in Preparation Example 109 and pyrrolidin-2-one (1.3 mL) and by the reaction and treatment in the same manner as in Example 1, the title compound (1.80 g) was obtained.